From a dataset of the Open Reaction Database (ORD), a public repository of structured organic reaction records. describe an organic reaction: reactants, conditions, products, and yield Starting materials: CC(C)NC(=O)C(=Cc1cccc(-c2cc(C(C)(C)C#N)cc3cccnc23)c1)c1ccc(S(C)(=O)=O)cc1, C1CCOC1. Product: CC(C)NC(=O)C(Cc1cccc(-c2cc(C(C)(C)C#N)cc3cccnc23)c1)c1ccc(S(C)(=O)=O)cc1. Reaction SMILES: [C:1](#[N:2])[C:3]([c:4]1[cH:5][c:6]2[cH:7][cH:8][cH:9][n:10][c:11]2[c:12](-[c:14]2[cH:15][c:16]([CH:20]=[C:21]([C:22](=[O:23])[NH:24][CH:25]([CH3:26])[CH3:27])[c:28]3[cH:29][cH:30][c:31]([S:34](=[O:35])(=[O:36])[CH3:37])[cH:32][cH:33]3)[cH:17][cH:18][cH:19]2)[cH:13]1)([CH3:38])[CH3:39].[CH2:40]1[O:41][CH2:42][CH2:43][CH2:44]1>>[C:1](#[N:2])[C:3]([c:4]1[cH:5][c:6]2[cH:7][cH:8][cH:9][n:10][c:11]2[c:12](-[c:14]2[cH:15][c:16]([CH2:20][CH:21]([C:22](=[O:23])[NH:24][CH:25]([CH3:26])[CH3:27])[c:28]3[cH:29][cH:30][c:31]([S:34](=[O:35])(=[O:36])[CH3:37])[cH:32][cH:33]3)[cH:17][cH:18][cH:19]2)[cH:13]1)([CH3:38])[CH3:39]. The reactants are C(C)(=O)O (Acetic acid), C(C)(C)(C)OC(=O)N1CCC(CC1)=O (N-tert-butoxycarbonyl-4-piperidone), NC1=C(C=CC=C1)C(C)O (1-(2-amino-phenyl)-ethanol), C(#N)[BH3-].[Na+] (sodium cyanoborohydride). Solvent: ClCCl (dichloromethane). Run at time 8 hour. Product: CC1OC(N(C2=C1C=CC=C2)C2CCN(CC2)C(=O)OC(C)(C)C)=O (1,1-Dimethylethyl 4-(4-methyl-2-oxo-2H-3,1-benzoxazin-1(4H)-yi)piperidine-1-carboxylate). Reaction SMILES: [C:1]([OH:4])(=[O:3])C.[C:5]([O:9][C:10]([N:12]1[CH2:17][CH2:16][C:15](=O)[CH2:14][CH2:13]1)=[O:11])([CH3:8])([CH3:7])[CH3:6].[NH2:19][C:20]1[CH:25]=[CH:24][CH:23]=[CH:22][C:21]=1[CH:26](O)[CH3:27].C([BH3-])#N.[Na+]>ClCCl>[CH3:27][CH:26]1[C:21]2[CH:22]=[CH:23][CH:24]=[CH:25][C:20]=2[N:19]([CH:15]2[CH2:16][CH2:17][N:12]([C:10]([O:9][C:5]([CH3:8])([CH3:7])[CH3:6])=[O:11])[CH2:13][CH2:14]2)[C:1](=[O:3])[O:4]1 |f:3.4|. Reported procedure: Acetic acid (1 ml) was added dropwise to a solution of N-tert-butoxycarbonyl-4-piperidone (9.4 g), 1-(2-amino-phenyl)-ethanol (4.3 g) and sodium cyanoborohydride (10 g) in dichloromethane and the mixture stirred at room temperature overnight. The mixture was partitioned between ethyl acetate and water, the organics separated and washed with aqueous sodium hydrogencarbonate solution, water, dried, and evaporated under reduced pressure. The crude product was dissolved in tetrahydrofuran (100 ml) a... The reactants are COC(=O)C=CCBr, C1CCNCC1, ClCCl. Product: COC(=O)C=CCN1CCCCC1. Reaction SMILES: [Br:1][CH2:2][CH:3]=[CH:4][C:5](=[O:6])[O:7][CH3:8].[CH2:9]1[CH2:10][CH2:11][NH:12][CH2:13][CH2:14]1.[Cl:15][CH2:16][Cl:17]>>[CH2:2]([CH:3]=[CH:4][C:5](=[O:6])[O:7][CH3:8])[N:12]1[CH2:11][CH2:10][CH2:9][CH2:14][CH2:13]1. Reactants: C(O)NC(C=C)=O (N-methylolacrylamide), C1(O)=CC=C(O)C=C1 (hydroquinone), N1CCOCC1 (morpholine). Run in O (water). The product is N1(CCOCC1)CNC(C=C)=O (N-Morpholinylmethylacrylamide). RXN SMILES: [CH2:1]([NH:3][C:4](=[O:7])[CH:5]=[CH2:6])O.C1(C=CC(O)=CC=1)O.[NH:16]1[CH2:21][CH2:20][O:19][CH2:18][CH2:17]1>O>[N:16]1([CH2:1][NH:3][C:4](=[O:7])[CH:5]=[CH2:6])[CH2:21][CH2:20][O:19][CH2:18][CH2:17]1. Procedure: In a 300 cc capacity round bottom flask equipped with a stirrer were put 50.5 g (0.5 mole) of N-methylolacrylamide and 50 cc of water and, as a polymerization-inhibitor, 500 mg of hydroquinone. On the other hand, 43 g (0.5 mole) of morpholine were gradually added thereto while stirring. Afterwards, the entire contents were stirred for 1 hour at 50° to 60°C. The reaction product was concentrated and then recrystallized from ethyl acetate. m.p.; 91°-92°C. In addition, the resulting product was fur... Reactants: O=C1c2ccccc2C(=O)N1OC(CO)CO, CC(=O)c1cnc2nnn(Cc3ccc4ncccc4c3)c2n1. Yields the product CC(=NOC(CO)CO)c1cnc2nnn(Cc3ccc4ncccc4c3)c2n1. Reaction SMILES: [OH:24][CH2:25][CH:26]([CH2:27][OH:28])[O:29][N:30]1[C:31](=[O:32])[c:33]2[c:34]([cH:35][cH:36][cH:37][cH:38]2)[C:39]1=[O:40].[n:1]1[cH:2][cH:3][cH:4][c:5]2[cH:6][c:7]([CH2:11][n:12]3[n:13][n:14][c:15]4[c:16]3[n:17][c:18]([C:21]([CH3:22])=[O:23])[cH:19][n:20]4)[cH:8][cH:9][c:10]12>>[n:1]1[cH:2][cH:3][cH:4][c:5]2[cH:6][c:7]([CH2:11][n:12]3[n:13][n:14][c:15]4[c:16]3[n:17][c:18]([C:21]([CH3:22])=[N:30][O:29][CH:26]([CH2:25][OH:24])[CH2:27][OH:28])[cH:19][n:20]4)[cH:8][cH:9][c:10]12.